This data is from the Open Reaction Database (ORD), a public repository of structured organic reaction records. The task is: describe an organic reaction: reactants, conditions, products, and yield The reactants are ClC1=C(C(=O)Cl)C=CC=C1 (2-Chlorobenzoic acid chloride), C(C)(C)(C)NC1CCC2=CC=C(C=C12)C(=O)OC (methyl 3-(tert-butylamino)-2,3-dihydro-1H-indene-5-carboxylate), CCN(C(C)C)C(C)C (DIPEA), C(C)#N (acetonitrile). The reagents and catalysts are CN(C)C=1C=CN=CC1 (DMAP). The product is C1(=CC=CC2=CC=CC=C12)C(=O)N[C@@H]1CCC2=CC=C(C=C12)C(=O)OC ((R)-Methyl 3-(1-naphthamido)-2,3-dihydro-1H-indene-5-carboxylate). Reaction SMILES: Cl[C:2]1[CH:10]=[CH:9][CH:8]=[CH:7][C:3]=1[C:4](Cl)=[O:5].C([NH:15][CH:16]1[C:24]2[C:19](=[CH:20][CH:21]=[C:22]([C:25]([O:27][CH3:28])=[O:26])[CH:23]=2)[CH2:18][CH2:17]1)(C)(C)C.CCN([CH:35]([CH3:37])[CH3:36])C(C)C.[C:38](#N)C>CN(C1C=CN=CC=1)C>[C:3]1([C:4]([NH:15][C@H:16]2[C:24]3[C:19](=[CH:20][CH:21]=[C:22]([C:25]([O:27][CH3:28])=[O:26])[CH:23]=3)[CH2:18][CH2:17]2)=[O:5])[C:2]2[C:10](=[CH:38][CH:37]=[CH:35][CH:36]=2)[CH:9]=[CH:8][CH:7]=1. Procedure: 2-Chlorobenzoic acid chloride (7.0 g, 40.485 mmol, 10.0 eq.) was added at 0° C. to a solution of methyl 3-(tert-butylamino)-2,3-dihydro-1H-indene-5-carboxylate (A-16) (1.0 g, 4.0485 mmol, 1.0 eq.), DMAP (980 mg, 8.097 mmol, 2.0 eq.) and DIPEA (14 ml, 8.9716 mmol, 20.0 eq.) in acetonitrile (40 ml), and the mixture was then refluxed for 20 hours. After monitoring by TLC, the reaction solution was concentrated and the residue was taken up in ethyl acetate (300 ml), washed with sat. sodium hydrogen ... Reactants: NCC(=O)N(C1=C(C=CC=C1)C)CC(=O)N(C1=CC=CC=C1)C (2-[2-amino-N-(2-methylphenyl)acetamido]-N-methyl-N-phenylacetamide), CC=1C=C(C=CC1)N=C=O (3-methylphenyl isocyanate). Yields the product CC1=C(C=CC=C1)N(C(CNC(=O)NC1=CC(=CC=C1)C)=O)CC(=O)N(C1=CC=CC=C1)C (2-{N-(2-methyl-phenyl)-2-[3-(3-methylphenyl)ureido]acetamido}-N-methyl-N-phenylacetamide). Isolated yield 134.3%. Reaction SMILES: [NH2:1][CH2:2][C:3]([N:5]([CH2:13][C:14]([N:16]([CH3:23])[C:17]1[CH:22]=[CH:21][CH:20]=[CH:19][CH:18]=1)=[O:15])[C:6]1[CH:11]=[CH:10][CH:9]=[CH:8][C:7]=1[CH3:12])=[O:4].[CH3:24][C:25]1[CH:26]=[C:27]([N:31]=[C:32]=[O:33])[CH:28]=[CH:29][CH:30]=1>>[CH3:12][C:7]1[CH:8]=[CH:9][CH:10]=[CH:11][C:6]=1[N:5]([CH2:13][C:14]([N:16]([CH3:23])[C:17]1[CH:18]=[CH:19][CH:20]=[CH:21][CH:22]=1)=[O:15])[C:3](=[O:4])[CH2:2][NH:1][C:32]([NH:31][C:27]1[CH:28]=[CH:29][CH:30]=[C:25]([CH3:24])[CH:26]=1)=[O:33]. Procedure: Using a procedure similar to that described in Example 1, but starting with 2-[2-amino-N-(2-methylphenyl)acetamido]-N-methyl-N-phenylacetamide (1.2 g) and 3-methylphenyl isocyanate (1.3 g), and after recrystallisation in ethyl acetate, 2-{N-(2-methyl-phenyl)-2-[3-(3-methylphenyl)ureido]acetamido}-N-methyl-N-phenylacetamide (2.3 g), m.p. 193° C., is obtained. Starting materials: CI (methyl iodide), C(\C=C/CC)OC=1C(=NSN1)C=1C=NC=CC1 (cis-3-(4-(2-pentenyloxy)-1,2,5-thiadiazol-3-yl) pyridine). Solvent: CC(=O)C (acetone). Reaction conditions: time 18 hour. Yields the product [I-].C(\C=C/CC)OC=1C(=NSN1)C=1C=[N+](C=CC1)C (cis-3-(4-(2-pentenyloxy)-1,2,5-thiadiazol-3-yl)-1-methylpyridinium iodide). As a reaction SMILES: [CH3:1][I:2].[CH2:3]([O:8][C:9]1[C:10]([C:14]2[CH:15]=[N:16][CH:17]=[CH:18][CH:19]=2)=[N:11][S:12][N:13]=1)/[CH:4]=[CH:5]\[CH2:6][CH3:7]>CC(C)=O>[I-:2].[CH2:3]([O:8][C:9]1[C:10]([C:14]2[CH:15]=[N+:16]([CH3:1])[CH:17]=[CH:18][CH:19]=2)=[N:11][S:12][N:13]=1)/[CH:4]=[CH:5]\[CH2:6][CH3:7] |f:3.4|. Procedure details: A mixture of methyl iodide (1 ml, 15 mmol) and cis-3-(4-(2-pentenyloxy)-1,2,5-thiadiazol-3-yl) pyridine (3 mmol) in acetone (5 ml) was stirred at room temperature for 18 h. The title compound precipitated from the solution and was collected by filtration to yield 0.53 g (46%). Starting materials: Cl.C1(=CC=CC=C1)C1CC(CC2=CC=CC=C12)N (4-phenyl-2-aminotetraline HCl), C(C)(=O)[O-].[Na+] (sodium acetate), C(C)(=O)OC(C)=O (acetic anhydride). Solvent: C(C)(=O)OCC (ethyl acetate), O (water), O (water). Reaction conditions: time 24 hour. The product is C1(=CC=CC=C1)C1CC(CC2=CC=CC=C12)NC(C)=O (4-phenyl-2-acetamidotetralin). The yield is 80.1%. RXN SMILES: Cl.[C:2]1([CH:8]2[C:17]3[C:12](=[CH:13][CH:14]=[CH:15][CH:16]=3)[CH2:11][CH:10]([NH2:18])[CH2:9]2)[CH:7]=[CH:6][CH:5]=[CH:4][CH:3]=1.[C:19]([O-])(=[O:21])[CH3:20].[Na+].C(OC(=O)C)(=O)C>C(OCC)(=O)C.O>[C:2]1([CH:8]2[C:17]3[C:12](=[CH:13][CH:14]=[CH:15][CH:16]=3)[CH2:11][CH:10]([NH:18][C:19](=[O:21])[CH3:20])[CH2:9]2)[CH:3]=[CH:4][CH:5]=[CH:6][CH:7]=1 |f:0.1,2.3|. Procedure: To a solution of 180 mg (0.80 mmol) of 4-phenyl-2-aminotetraline HCl in 3.5 ml ethyl acetate and 2.0 ml water, was added 360 mg of sodium acetate. To this mixture 0.6 ml of acetic anhydride was then added and the mixture was stirred for 24 hrs. The addition of 2 ml of water resulted in the formation of two layers. After separation, the water layer was extracted twice with ethyl acetate. The combined organic layers were washed 3 times with a saturated solution of sodium bicarbonate and once with ... The reactants are O=C(Cl)c1cccnc1, CCOC(=N)N1Cc2ccccc2-c2ccccc2C1. Product: CCOC(=NC(=O)c1cccnc1)N1Cc2ccccc2-c2ccccc2C1. Reaction SMILES: [C:21]([c:22]1[cH:23][n:24][cH:25][cH:26][cH:27]1)(=[O:28])[Cl:29].[cH:1]1[cH:2][cH:3][cH:4][c:5]2[c:11]1-[c:10]1[c:9]([cH:15][cH:14][cH:13][cH:12]1)[CH2:8][N:7]([C:16]([O:17][CH2:18][CH3:19])=[NH:20])[CH2:6]2>>[cH:1]1[cH:2][cH:3][cH:4][c:5]2[c:11]1-[c:10]1[c:9]([cH:15][cH:14][cH:13][cH:12]1)[CH2:8][N:7]([C:16]([O:17][CH2:18][CH3:19])=[N:20][C:21]([c:22]1[cH:23][n:24][cH:25][cH:26][cH:27]1)=[O:28])[CH2:6]2. Starting materials: ClC=1C=CC2=C(C(=NO2)OCC(CC=2N=CN(C2)C(C2=CC=CC=C2)(C2=CC=CC=C2)C2=CC=CC=C2)NC(C2=CC=CC=C2)(C2=CC=CC=C2)C2=CC=CC=C2)C1 (5-chloro-3-[2-tritylamino-3-(1-trityl-4-imidazolyl)propoxy]-1,2-benzoisoxazole), CC(C)O (2-propanol), Cl (hydrogen chloride). The solvent is C(Cl)Cl (methylene chloride). The product is Cl.Cl.NC(COC1=NOC2=C1C=C(C=C2)Cl)CC=2N=CNC2 (3-[2-amino-3-(4-imidazolyl)propoxy]-5-chloro-1,2-benzoisoxazole dihydrochloride). As a reaction SMILES: [Cl:1][C:2]1[CH:3]=[CH:4][C:5]2[O:9][N:8]=[C:7]([O:10][CH2:11][CH:12]([NH:38]C(C3C=CC=CC=3)(C3C=CC=CC=3)C3C=CC=CC=3)[CH2:13][C:14]3[N:15]=[CH:16][N:17](C(C4C=CC=CC=4)(C4C=CC=CC=4)C4C=CC=CC=4)[CH:18]=3)[C:6]=2[CH:58]=1.CC(O)C.[ClH:63]>C(Cl)Cl>[ClH:1].[ClH:63].[NH2:38][CH:12]([CH2:13][C:14]1[N:15]=[CH:16][NH:17][CH:18]=1)[CH2:11][O:10][C:7]1[C:6]2[CH:58]=[C:2]([Cl:1])[CH:3]=[CH:4][C:5]=2[O:9][N:8]=1 |f:4.5.6|. Procedure details: To a solution of 0.91 g of 5-chloro-3-[2-tritylamino-3-(1-trityl-4-imidazolyl)propoxy]-1,2-benzoisoxazole in 2 ml of methylene chloride is added 2.2 ml of a 2-propanol solution (6.5M) of hydrogen chloride at room temperature, and they are subjected to reaction at the same temperature for 24 hours, after which the solvent is removed by distillation under reduced pressure. Diisopropyl ether is added to the residue obtained and the crystals precipitated are collected by filtration, to obtain 0.4 g ... The reactants are CCCCNC(=O)n1ccc2c(C(O)c3c[nH]c4ncc(-c5cccnc5)cc34)cccc21, C1CCOC1, O. Product: CCCCNC(=O)n1ccc2c(C(=O)c3c[nH]c4ncc(-c5cccnc5)cc34)cccc21. RXN SMILES: [CH2:1]([CH2:2][CH2:3][CH3:4])[NH:5][C:6](=[O:7])[n:8]1[cH:9][cH:10][c:11]2[c:12]([CH:17]([c:18]3[cH:19][nH:20][c:21]4[n:22][cH:23][c:24](-[c:27]5[cH:28][n:29][cH:30][cH:31][cH:32]5)[cH:25][c:26]34)[OH:33])[cH:13][cH:14][cH:15][c:16]12.[O:35]1[CH2:36][CH2:37][CH2:38][CH2:39]1.[OH2:34]>>[CH2:1]([CH2:2][CH2:3][CH3:4])[NH:5][C:6](=[O:7])[n:8]1[cH:9][cH:10][c:11]2[c:12]([C:17]([c:18]3[cH:19][nH:20][c:21]4[n:22][cH:23][c:24](-[c:27]5[cH:28][n:29][cH:30][cH:31][cH:32]5)[cH:25][c:26]34)=[O:33])[cH:13][cH:14][cH:15][c:16]12. Starting materials: N1C=CC2=CC=CC=C12 (indole), ClCCCCC(=O)Cl (5-chlorovaleryl chloride). The product is ClCCCCC(=O)C1=CNC2=CC=CC=C12 (5-Chloro-1-(1H-indol-3-yl)-1-pentanone). RXN SMILES: [NH:1]1[C:9]2[C:4](=[CH:5][CH:6]=[CH:7][CH:8]=2)[CH:3]=[CH:2]1.[Cl:10][CH2:11][CH2:12][CH2:13][CH2:14][C:15](Cl)=[O:16]>>[Cl:10][CH2:11][CH2:12][CH2:13][CH2:14][C:15]([C:3]1[C:4]2[C:9](=[CH:8][CH:7]=[CH:6][CH:5]=2)[NH:1][CH:2]=1)=[O:16]. Procedure details: Using indole (1.00 g) and 5-chlorovaleryl chloride (1.68 ml) according to the same method as that of Reference Example 1, the title compound (1.55 g) was obtained as colorless crystals having a melting point of 165 to 167° C.